Dataset: the Open Reaction Database (ORD), a public repository of structured organic reaction records. Task: describe an organic reaction: reactants, conditions, products, and yield The reactants are [N+](=O)([O-])C=1C=C(C=CC1)C=1N=C(NN1)[C@@H]1N(CCCC1)C(COC1=CC=CC=C1)=O ((R)-1-{2-[5-(3-Nitro-phenyl)-2H-[1,2,4]triazol-3-yl]-piperidin-1-yl}-2-phenoxy-ethanone), [NH4+].[Cl-] (NH4Cl). The reagents and catalysts are [Zn] (Zn). Run in CO (MeOH). Reaction conditions: time 30 minute. Product: NC=1C=C(C=CC1)C=1N=C(NN1)[C@@H]1N(CCCC1)C(COC1=CC=CC=C1)=O ((R)-1-{2-[5-(3-Amino-phenyl)-2H-[1,2,4]triazol-3-yl]-piperidin-1-yl}-2-phenoxy-ethanone). Reaction SMILES: [N+:1]([C:4]1[CH:5]=[C:6]([C:10]2[N:11]=[C:12]([C@H:15]3[CH2:20][CH2:19][CH2:18][CH2:17][N:16]3[C:21](=[O:30])[CH2:22][O:23][C:24]3[CH:29]=[CH:28][CH:27]=[CH:26][CH:25]=3)[NH:13][N:14]=2)[CH:7]=[CH:8][CH:9]=1)([O-])=O.[NH4+].[Cl-]>CO.[Zn]>[NH2:1][C:4]1[CH:5]=[C:6]([C:10]2[N:11]=[C:12]([C@H:15]3[CH2:20][CH2:19][CH2:18][CH2:17][N:16]3[C:21](=[O:30])[CH2:22][O:23][C:24]3[CH:25]=[CH:26][CH:27]=[CH:28][CH:29]=3)[NH:13][N:14]=2)[CH:7]=[CH:8][CH:9]=1 |f:1.2|. Reported procedure: (R)-1-{2-[5-(3-Nitro-phenyl)-2H-[1,2,4]triazol-3-yl]-piperidin-1-yl}-2-phenoxy-ethanone were dissolved in 100 ml MeOH. 50 ml sat. NH4Cl and Zn-powder were added. The suspension was briefly heated to reflux and stirred for 30 min. After filtration the MeOH was evaporated and the product isolated via extraction ethylacetate/water. Starting materials: CC(C)(C)[O-], COS(=O)(=O)OC, [K+], C1CCOC1, CC(C)(C)OC(=O)N1CCC(COCc2cc(C(F)(F)F)cc3[nH]ccc23)(c2ccccc2)CC1. Product: Cn1ccc2c(COCC3(c4ccccc4)CCN(C(=O)OC(C)(C)C)CC3)cc(C(F)(F)F)cc21. Reaction SMILES: [CH3:36][C:37]([CH3:38])([O-:39])[CH3:40].[CH3:42][O:43][S:44]([O:45][CH3:46])(=[O:47])=[O:48].[K+:41].[O:49]1[CH2:50][CH2:51][CH2:52][CH2:53]1.[c:1]1([C:7]2([CH2:20][O:21][CH2:22][c:23]3[c:24]4[cH:25][cH:26][nH:27][c:28]4[cH:29][c:30]([C:32]([F:33])([F:34])[F:35])[cH:31]3)[CH2:8][CH2:9][N:10]([C:13](=[O:14])[O:15][C:16]([CH3:17])([CH3:18])[CH3:19])[CH2:11][CH2:12]2)[cH:2][cH:3][cH:4][cH:5][cH:6]1>>[c:1]1([C:7]2([CH2:20][O:21][CH2:22][c:23]3[c:24]4[cH:25][cH:26][n:27]([CH3:36])[c:28]4[cH:29][c:30]([C:32]([F:33])([F:34])[F:35])[cH:31]3)[CH2:8][CH2:9][N:10]([C:13](=[O:14])[O:15][C:16]([CH3:17])([CH3:18])[CH3:19])[CH2:11][CH2:12]2)[cH:2][cH:3][cH:4][cH:5][cH:6]1. Reactants: BrCc1ccccc1, COC(=O)C1CN(Cc2ccccc2)CCC1=O, C1CCOC1, C[Si](C)(C)[N-][Si](C)(C)C, Cc1ccccc1, [K+]. The product is COC(=O)C1(Cc2ccccc2)CN(Cc2ccccc2)CCC1=O. RXN SMILES: [Br:36][CH2:37][c:38]1[cH:39][cH:40][cH:41][cH:42][cH:43]1.[CH2:1]([c:2]1[cH:3][cH:4][cH:5][cH:6][cH:7]1)[N:8]1[CH2:9][CH:10]([C:15](=[O:16])[O:17][CH3:18])[C:11](=[O:14])[CH2:12][CH2:13]1.[CH2:44]1[O:45][CH2:46][CH2:47][CH2:48]1.[CH3:19][Si:20]([N-:21][Si:22]([CH3:23])([CH3:24])[CH3:25])([CH3:26])[CH3:27].[CH3:29][c:30]1[cH:31][cH:32][cH:33][cH:34][cH:35]1.[K+:28]>>[CH2:1]([c:2]1[cH:3][cH:4][cH:5][cH:6][cH:7]1)[N:8]1[CH2:9][C:10]([C:15](=[O:16])[O:17][CH3:18])([CH2:29][c:30]2[cH:31][cH:32][cH:33][cH:34][cH:35]2)[C:11](=[O:14])[CH2:12][CH2:13]1.